This data is from the Open Reaction Database (ORD), a public repository of structured organic reaction records. The task is: describe an organic reaction: reactants, conditions, products, and yield Reactants: N1=NC=CC2=C1OCC2=O (furo[2,3-c]pyridazin-5(6H)-one), CON (O-methyl-hydroxylamine), CC(=O)[O-].[Na+] (NaOAc). Solvent: CCO (EtOH). Conditions: temperature 30 celsius. The product is CON=C1COC=2N=NC=CC21 (furo[2,3-c]pyridazin-5(6H)-one O-methyl oxime). Reaction SMILES: [N:1]1[C:6]2[O:7][CH2:8][C:9](=O)[C:5]=2[CH:4]=[CH:3][N:2]=1.[CH3:11][O:12][NH2:13].CC([O-])=O.[Na+]>CCO>[CH3:11][O:12][N:13]=[C:9]1[C:5]2[CH:4]=[CH:3][N:2]=[N:1][C:6]=2[O:7][CH2:8]1 |f:2.3|. Procedure details: To a solution of furo[2,3-c]pyridazin-5(6H)-one (4.81 mmol) in 30 mL EtOH were added O-methyl-hydroxylamine (9.62 mmol) and NaOAc (9.62 mmol). After heating to 30° C. for 4.5 h the reaction mixture was concentrated in vacuo to half of its volume. Water and DCM were added and the aqueous phase was extracted with DCM (3×). The combined organic layers were dried over MgSO4 and concentrated in vacuo. Purification by CC (KP-SIL™ from Biotage) using Hept/EtOAc (1/1) gives the desired product as beige ... Reactants: CC1=NN=C(O1)C(=O)NC(C)(C)C2=NC(=C(C(=O)N2C)O)C(=O)NCC=3C=CC(=CC3)F (Raltegravir), O (water), C(C)(C)(C)N (tert-butylamine). Run in C(C)O (ethanol), C(C)O (ethanol). Run at temperature 40 celsius. Yields the product CC1=NN=C(O1)C(=O)NC(C)(C)C2=NC(=C(C(=O)N2C)O)C(=O)NCC=3C=CC(=CC3)F.C(C)(C)(C)N (Raltegravir Tert-Butylamine). RXN SMILES: [CH3:1][C:2]1[O:6][C:5]([C:7]([NH:9][C:10]([C:13]2[N:19]([CH3:20])[C:17](=[O:18])[C:16]([OH:21])=[C:15]([C:22]([NH:24][CH2:25][C:26]3[CH:27]=[CH:28][C:29]([F:32])=[CH:30][CH:31]=3)=[O:23])[N:14]=2)([CH3:12])[CH3:11])=[O:8])=[N:4][N:3]=1.O.[C:34]([NH2:38])([CH3:37])([CH3:36])[CH3:35]>C(O)C>[CH3:1][C:2]1[O:6][C:5]([C:7]([NH:9][C:10]([C:13]2[N:19]([CH3:20])[C:17](=[O:18])[C:16]([OH:21])=[C:15]([C:22]([NH:24][CH2:25][C:26]3[CH:27]=[CH:28][C:29]([F:32])=[CH:30][CH:31]=3)=[O:23])[N:14]=2)([CH3:12])[CH3:11])=[O:8])=[N:4][N:3]=1.[C:34]([NH2:38])([CH3:37])([CH3:36])[CH3:35] |f:4.5|. Procedure: A three necked round bottom flask (100 ml) was charged with Raltegravir free hydroxy (5 g), ethanol (65 ml) and water (10 ml) to obtain a mixture. The obtained mixture was heated to 40° C. and a solution of tert-butylamine (1300 μl) in ethanol (2 ml) was added dropwise. After dissolution, the solution was cooled to room temperature. Precipitation occurred and the obtained solid was filtered under reduced pressure and dried overnight in a vacuum oven at 55° C. The resulting product was characteri...